Dataset: the Open Reaction Database (ORD), a public repository of structured organic reaction records. Task: describe an organic reaction: reactants, conditions, products, and yield Starting materials: NC(C=1C=C(SC1C)C(=O)OC(C)C)=S (isopropyl 4-(aminothioxomethyl)-5-methylthiophene-2-carboxylate), BrCC(=O)C1=CC(=CC=C1)O (2-bromo-1-(3-hydroxyphenyl)ethan-1-one). Product: OC=1C=C(C=CC1)C=1N=C(SC1)C=1C=C(SC1C)C(=O)OC(C)C (Isopropyl 4-[4-(3-hydroxyphenyl)(1,3-thiazol-2-yl)]-5-methylthiophene-2-carboxylate). As a reaction SMILES: [NH2:1][C:2](=[S:15])[C:3]1[CH:4]=[C:5]([C:9]([O:11][CH:12]([CH3:14])[CH3:13])=[O:10])[S:6][C:7]=1[CH3:8].Br[CH2:17][C:18]([C:20]1[CH:25]=[CH:24][CH:23]=[C:22]([OH:26])[CH:21]=1)=O>>[OH:26][C:22]1[CH:21]=[C:20]([C:18]2[N:1]=[C:2]([C:3]3[CH:4]=[C:5]([C:9]([O:11][CH:12]([CH3:13])[CH3:14])=[O:10])[S:6][C:7]=3[CH3:8])[S:15][CH:17]=2)[CH:25]=[CH:24][CH:23]=1. Procedure: A solution of 1.97 g (8.1 mmol) of isopropyl 4-(aminothioxomethyl)-5-methylthiophene-2-carboxylate was reacted with 1.74 g (8.1 mmol) of 3′-hydroxy-2-bromoacetophenone (Example 40, step (a)) were reacted in a manner similar to Example 8, step (a) to give, after column chromatography on silica gel eluting with hexane:ethyl acetate 7/3 (v:v), crystallization from acetonitrile, and recrystallization from hexanes, isopropyl 4-[4-(3-hydroxyphenyl)(1,3-thiazol-2-yl)]-5-methylthiophene-2-carboxylate (1... The reactants are OCC1(CSC2=CC=CC=C2C1=O)CO (3,3-bis(hydroxymethyl)thiochroman-4-one), I(=O)(=O)(=O)[O-].[Na+] (sodium metaperiodate). The solvent is O (water), O (water), CO (MeOH). Run at time 72 hour. Yields the product OCC1(CS(C2=CC=CC=C2C1=O)=O)CO (3,3-bis(hydroxymethyl)-1-oxo-1λ4-thiochroman-4-one). RXN SMILES: [OH:1][CH2:2][C:3]1([CH2:14][OH:15])[C:12](=[O:13])[C:11]2[C:6](=[CH:7][CH:8]=[CH:9][CH:10]=2)[S:5][CH2:4]1.I([O-])(=O)(=O)=[O:17].[Na+]>CO.O>[OH:15][CH2:14][C:3]1([CH2:2][OH:1])[C:12](=[O:13])[C:11]2[C:6](=[CH:7][CH:8]=[CH:9][CH:10]=2)[S:5](=[O:17])[CH2:4]1 |f:1.2|. Procedure details: A solution of 3,3-bis(hydroxymethyl)thiochroman-4-one (200 mg, 0.9 mmol) in MeOH (5 ml) was admixed with a solution of sodium metaperiodate (206 mg, 0.96 mmol) in water (2 ml) and stirred at RT for 72 h. The reaction mixture was diluted with water (10 ml) and extracted with EtOAc (3×30 ml), the combined organic phases were dried over sodium sulfate and the solvent was removed under reduced pressure. After column chromatography purification of the residue (silica gel, EtOAc), the desired product ... Reactants: O=C(Cl)c1ccncc1, CCOC(=O)CC(=O)C1CC1, [Cl-], [Cl-], ClCCl, Cl, [Mg+2], c1ccncc1. Yields the product CCOC(=O)C(C(=O)c1ccncc1)C(=O)C1CC1. Reaction SMILES: [C:22]([c:23]1[cH:24][cH:25][n:26][cH:27][cH:28]1)(=[O:29])[Cl:30].[CH2:1]([CH3:2])[O:3][C:4]([CH2:5][C:6](=[O:7])[CH:8]1[CH2:9][CH2:10]1)=[O:11].[Cl-:12].[Cl-:14].[Cl:31][CH2:32][Cl:33].[ClH:21].[Mg+2:13].[cH:15]1[cH:16][cH:17][n:18][cH:19][cH:20]1>>[CH2:1]([CH3:2])[O:3][C:4]([CH:5]([C:6](=[O:7])[CH:8]1[CH2:9][CH2:10]1)[C:22]([c:23]1[cH:24][cH:25][n:26][cH:27][cH:28]1)=[O:29])=[O:11]. The reactants are NC(CCCCC(=O)OC)C1=C(C=CC=C1OC)OC (methyl 6-amino-6-(2,6-dimethoxyphenyl)hexanoate), S1C=NC(=C1)C=1C=C(C=O)C=CC1 (3-(thiazol-4-yl)benzaldehyde). The product is COC1=C(C(=CC=C1)OC)C1CCCCC(N1CC1=CC(=CC=C1)C=1N=CSC1)=O (7-(2,6-dimethoxyphenyl)-1-(3-(thiazol-4-yl)benzyl)azepan-2-one). RXN SMILES: [NH2:1][CH:2]([C:11]1[C:16]([O:17][CH3:18])=[CH:15][CH:14]=[CH:13][C:12]=1[O:19][CH3:20])[CH2:3][CH2:4][CH2:5][CH2:6][C:7]([O:9]C)=O.[S:21]1[CH:25]=[C:24]([C:26]2[CH:27]=[C:28]([CH:31]=[CH:32][CH:33]=2)[CH:29]=O)[N:23]=[CH:22]1>>[CH3:20][O:19][C:12]1[CH:13]=[CH:14][CH:15]=[C:16]([O:17][CH3:18])[C:11]=1[CH:2]1[N:1]([CH2:29][C:28]2[CH:31]=[CH:32][CH:33]=[C:26]([C:24]3[N:23]=[CH:22][S:21][CH:25]=3)[CH:27]=2)[C:7](=[O:9])[CH2:6][CH2:5][CH2:4][CH2:3]1. Procedure details: Prepared according to the described general procedure 1 (GP1) by reaction of methyl 6-amino-6-(2,6-dimethoxyphenyl)hexanoate with 3-(thiazol-4-yl)benzaldehyde. Subsequent purification by preparative HPLC afforded the target compound. LC-MS (conditions A): tR=0.87 min.; [M+H]+: 423.08 g/mol. The reactants are ClC=1C=CC2=C(C(=NCC=3N2C(=NN3)C(CN3C(C=2C(C3=O)=CC=CC2)=O)CC)C2=CC=CC=C2)C1 (N-[2-(8-chloro-6-phenyl-4H-s-triazolo[4,3-a][ 1,4]benzodiazepin-1-yl)butyl]-phthalimide), O.NN (hydrazine hydrate), C(C)O (ethanol). The product is NC(CC1=NN=C2N1C1=C(C(=NC2)C2=CC=CC=C2)C=C(C=C1)Cl)CC (1-(2-aminobutyl)-8-chloro-6-phenyl-4H-s-triazolo[4,3-a]-[1,4]benzodiazepine). As a reaction SMILES: [Cl:1][C:2]1[CH:3]=[CH:4][C:5]2[N:11]3[C:12]([CH:15](CC)[CH2:16][N:17]4C(=O)C5=CC=CC=C5C4=O)=[N:13][N:14]=[C:10]3[CH2:9][N:8]=[C:7]([C:30]3[CH:35]=[CH:34][CH:33]=[CH:32][CH:31]=3)[C:6]=2[CH:36]=1.O.NN.[CH2:40](O)[CH3:41]>>[NH2:17][CH:16]([CH2:40][CH3:41])[CH2:15][C:12]1[N:11]2[C:5]3[CH:4]=[CH:3][C:2]([Cl:1])=[CH:36][C:6]=3[C:7]([C:30]3[CH:35]=[CH:34][CH:33]=[CH:32][CH:31]=3)=[N:8][CH2:9][C:10]2=[N:14][N:13]=1 |f:1.2|. Reported procedure: In the manner given in Example 21, N-[2-(8-chloro-6-phenyl-4H-s-triazolo[4,3-a][ 1,4]benzodiazepin-1-yl)butyl]-phthalimide in ethanol is warmed with hydrazine hydrate to give 1-(2-aminobutyl)-8-chloro-6-phenyl-4H-s-triazolo[4,3-a]-[1,4]benzodiazepine. Starting materials: CC1(C)OCC(CN2C(=O)C3(COc4cc5c(cc43)OCCO5)c3ccccc32)O1, CC(=O)O, O. Yields the product O=C1N(CC(O)CO)c2ccccc2C12COc1cc3c(cc12)OCCO3. Reaction SMILES: [CH3:1][C:2]1([CH3:30])[O:3][CH2:4][CH:5]([CH2:7][N:8]2[C:9](=[O:29])[C:10]3([CH2:11][O:12][c:13]4[cH:14][c:15]5[c:16]([cH:21][c:22]43)[O:17][CH2:18][CH2:19][O:20]5)[c:23]3[cH:24][cH:25][cH:26][cH:27][c:28]32)[O:6]1.[CH3:31][C:32](=[O:33])[OH:34].[OH2:35]>>[OH:3][CH2:4][CH:5]([OH:6])[CH2:7][N:8]1[C:9](=[O:29])[C:10]2([CH2:11][O:12][c:13]3[cH:14][c:15]4[c:16]([cH:21][c:22]32)[O:17][CH2:18][CH2:19][O:20]4)[c:23]2[cH:24][cH:25][cH:26][cH:27][c:28]21. Product: N#Cc1ccc(C2(CBr)OCCO2)cc1. As a reaction SMILES: [Br:1][CH2:2][C:3](=[O:4])[c:5]1[cH:6][cH:7][c:8]([C:9]#[N:10])[cH:11][cH:12]1.[CH2:13]([CH2:14][CH2:15][CH3:16])[OH:17].[CH2:35]([OH:36])[CH2:37][OH:38].[CH3:18][c:19]1[cH:20][cH:21][c:22]([S:23](=[O:24])(=[O:25])[OH:26])[cH:27][cH:28]1.[cH:29]1[cH:30][cH:31][cH:32][cH:33][cH:34]1>>[Br:1][CH2:2][C:3]1([c:5]2[cH:6][cH:7][c:8]([C:9]#[N:10])[cH:11][cH:12]2)[O:4][CH2:14][CH2:13][O:17]1. The reactants are N#Cc1ccc(C(=O)CBr)cc1, CCCCO, OCCO, Cc1ccc(S(=O)(=O)O)cc1, c1ccccc1.